From a dataset of the Open Reaction Database (ORD), a public repository of structured organic reaction records. describe an organic reaction: reactants, conditions, products, and yield The reactants are C([O-])(O)=O.[Na+] (sodium bicarbonate), C(CO)O (Ethylene glycol), C1(=CC=C(C=C1)S(=O)(=O)O)C (p-toluenesulfonic acid), C(C1=CC=CC=C1)OCCCCCC1(C[C@@H]2CC3(C[C@@H]2C1)OCCO3)O (3-(5-benzyloxypentyl)-7,7-ethylenedioxy-3-hydroxy-cis-bicyclo[3,3,0]octane). Run in C1=CC=CC=C1 (benzene). Run at time 3.5 hour. Yields the product C(C1=CC=CC=C1)OCCCCCC1=C[C@@H]2CC3(C[C@@H]2C1)OCCO3 (3-(5-Benzyloxypentyl)-7,7-ethylenedioxy-cis-bicyclo-[3,3,0]oct-2-ene). The yield is 97.2%. Reaction SMILES: C(O)CO.C1(C)C=CC(S(O)(=O)=O)=CC=1.[CH2:16]([O:23][CH2:24][CH2:25][CH2:26][CH2:27][CH2:28][C:29]1(O)[CH2:36][C@@H:35]2[C@@H:31]([CH2:32][C:33]3([O:40][CH2:39][CH2:38][O:37]3)[CH2:34]2)[CH2:30]1)[C:17]1[CH:22]=[CH:21][CH:20]=[CH:19][CH:18]=1.C(=O)(O)[O-].[Na+]>C1C=CC=CC=1>[CH2:16]([O:23][CH2:24][CH2:25][CH2:26][CH2:27][CH2:28][C:29]1[CH2:36][C@@H:35]2[C@@H:31]([CH2:32][C:33]3([O:37][CH2:38][CH2:39][O:40]3)[CH2:34]2)[CH:30]=1)[C:17]1[CH:18]=[CH:19][CH:20]=[CH:21][CH:22]=1 |f:3.4|. Procedure details: Ethylene glycol (0.05 ml) and 10 mg of p-toluenesulfonic acid were added to a solution of 209 mg of 3-(5-benzyloxypentyl)-7,7-ethylenedioxy-3-hydroxy-cis-bicyclo[3,3,0]octane (prepared as described in Preparation 9) in 2 ml of benzene, and the mixture was heated, with stirring, for 3.5 hours, whilst removing water as an azeotropic mixture. Upon completion of the reaction, the reaction mixture was neutralized with a 5% w/v aqueous solution of sodium bicarbonate. The reaction mixture was then wash... Starting materials: [C+4], CN(C(=O)CN1CCCCC1=O)c1ccc2cc(-c3nn(COCC[Si](C)(C)C)c4c3CCC(C)(COCc3ccccc3)C4)n(COCC[Si](C)(C)C)c2c1, CO, C1CCOC1, [OH-], [OH-], [OH-], [OH-], [OH-], [OH-], [Pd+2]. The product is CN(C(=O)CN1CCCCC1=O)c1ccc2cc(-c3nn(COCC[Si](C)(C)C)c4c3CCC(C)(CO)C4)n(COCC[Si](C)(C)C)c2c1. RXN SMILES: [C+4:59].[CH2:1]([c:2]1[cH:3][cH:4][cH:5][cH:6][cH:7]1)[O:8][CH2:9][C:10]1([CH3:56])[CH2:11][CH2:12][c:13]2[c:14](-[c:27]3[n:28]([CH2:48][O:49][CH2:50][CH2:51][Si:52]([CH3:53])([CH3:54])[CH3:55])[c:29]4[cH:30][c:31]([N:36]([C:37]([CH2:38][N:39]5[C:40](=[O:45])[CH2:41][CH2:42][CH2:43][CH2:44]5)=[O:46])[CH3:47])[cH:32][cH:33][c:34]4[cH:35]3)[n:15][n:16]([CH2:19][O:20][CH2:21][CH2:22][Si:23]([CH3:24])([CH3:25])[CH3:26])[c:17]2[CH2:18]1.[CH3:57][OH:58].[O:67]1[CH2:68][CH2:69][CH2:70][CH2:71]1.[OH-:60].[OH-:62].[OH-:63].[OH-:64].[OH-:65].[OH-:66].[Pd+2:61]>>[OH:8][CH2:9][C:10]1([CH3:56])[CH2:11][CH2:12][c:13]2[c:14](-[c:27]3[n:28]([CH2:48][O:49][CH2:50][CH2:51][Si:52]([CH3:53])([CH3:54])[CH3:55])[c:29]4[cH:30][c:31]([N:36]([C:37]([CH2:38][N:39]5[C:40](=[O:45])[CH2:41][CH2:42][CH2:43][CH2:44]5)=[O:46])[CH3:47])[cH:32][cH:33][c:34]4[cH:35]3)[n:15][n:16]([CH2:19][O:20][CH2:21][CH2:22][Si:23]([CH3:24])([CH3:25])[CH3:26])[c:17]2[CH2:18]1. Starting materials: Cc1c(Br)c2c(N)ncnn2c1CN1CCOCC1, Cc1cc(B2OC(C)(C)C(C)(C)O2)ccc1NC(=O)Nc1cc(C(F)(F)F)ccn1, CC1(C)OB(c2ccc(NC(=O)Nc3cc(C(F)(F)F)ccc3F)cc2)OC1(C)C. The product is Cc1cc(-c2c(C)c(CN3CCOCC3)n3ncnc(N)c23)ccc1NC(=O)Nc1cc(C(F)(F)F)ccn1. Reaction SMILES: [Br:1][c:2]1[c:3]([CH3:19])[c:4]([CH2:12][N:13]2[CH2:14][CH2:15][O:16][CH2:17][CH2:18]2)[n:5]2[n:6][cH:7][n:8][c:9]([NH2:11])[c:10]12.[CH3:20][c:21]1[c:22]([NH:36][C:37](=[O:38])[NH:39][c:40]2[n:41][cH:42][cH:43][c:44]([C:46]([F:47])([F:48])[F:49])[cH:45]2)[cH:23][cH:24][c:25]([B:27]2[O:28][C:29]([CH3:30])([CH3:31])[C:32]([CH3:33])([CH3:34])[O:35]2)[cH:26]1.[F:50][c:51]1[cH:52][cH:53][c:54]([C:55]([F:56])([F:57])[F:58])[cH:59][c:60]1[NH:61][C:62]([NH:63][c:64]1[cH:65][cH:66][c:67]([B:68]2[O:69][C:70]([CH3:71])([CH3:72])[C:73]([CH3:74])([CH3:75])[O:76]2)[cH:77][cH:78]1)=[O:79]>>[c:2]1(-[c:25]2[cH:24][cH:23][c:22]([NH:36][C:37](=[O:38])[NH:39][c:40]3[n:41][cH:42][cH:43][c:44]([C:46]([F:47])([F:48])[F:49])[cH:45]3)[c:21]([CH3:20])[cH:26]2)[c:3]([CH3:19])[c:4]([CH2:12][N:13]2[CH2:14][CH2:15][O:16][CH2:17][CH2:18]2)[n:5]2[n:6][cH:7][n:8][c:9]([NH2:11])[c:10]12. Reactants: FC=1C=NC(=C(C(=O)O)C1)OC1=CC=C(C=C1)F (5-Fluoro-2-(4-fluorophenoxy)nicotinic acid), BrC1=CC=C(C=C1)C(C)N ([1-(4-bromophenyl)ethyl]amine). The product is BrC1=CC=C(C=C1)C(C)NC(C1=C(N=CC(=C1)F)OC1=CC=C(C=C1)F)=O (N-[1-(4-Bromophenyl)ethyl]-5-fluoro-2-(4-fluorophenoxy)nicotinamide). As a reaction SMILES: [F:1][C:2]1[CH:3]=[N:4][C:5]([O:11][C:12]2[CH:17]=[CH:16][C:15]([F:18])=[CH:14][CH:13]=2)=[C:6]([CH:10]=1)[C:7]([OH:9])=O.[Br:19][C:20]1[CH:25]=[CH:24][C:23]([CH:26]([NH2:28])[CH3:27])=[CH:22][CH:21]=1>>[Br:19][C:20]1[CH:25]=[CH:24][C:23]([CH:26]([NH:28][C:7](=[O:9])[C:6]2[CH:10]=[C:2]([F:1])[CH:3]=[N:4][C:5]=2[O:11][C:12]2[CH:17]=[CH:16][C:15]([F:18])=[CH:14][CH:13]=2)[CH3:27])=[CH:22][CH:21]=1. Reported procedure: The title compound was prepared according to the procedure described in step 3 of Example 1 from 5-fluoro-2-(4-fluorophenoxy)nicotinic acid (step 2 of Example 1) and [1-(4-bromophenyl)ethyl]amine: 1H-NMR (CDCl3) δ 8.31 (1H, ddd, J=8.2, 3.1, 0.9 Hz), 8.14 (1H, d, J=7.2 Hz), 8.03 (1H, dd, J=3.1, 1.1 Hz), 7.45 (2H, dd, J=7.0, 0.9 Hz), 7.25–7.09 (6H, m), 5.28 (1H, dq, J=7.2, 7.0 Hz), 1.57 (3H, d, J=7.0 Hz); MS (ESI) m/z 433 (M+H)+, 431 (M−H)−. Reactants: Cl, O=C(O)C=Cc1ccc(C(F)(F)F)nc1-c1cnccc1F, C#Cc1cc(CN)cc(F)c1NS(C)(=O)=O. Yields the product C#Cc1cc(CNC(=O)C=Cc2ccc(C(F)(F)F)nc2-c2cnccc2F)cc(F)c1NS(C)(=O)=O. Reaction SMILES: [ClH:17].[F:18][c:19]1[c:20](-[c:25]2[n:26][c:27]([C:36]([F:37])([F:38])[F:39])[cH:28][cH:29][c:30]2[CH:31]=[CH:32][C:33](=[O:34])[OH:35])[cH:21][n:22][cH:23][cH:24]1.[NH2:1][CH2:2][c:3]1[cH:4][c:5]([C:15]#[CH:16])[c:6]([NH:10][S:11](=[O:12])(=[O:13])[CH3:14])[c:7]([F:9])[cH:8]1>>[NH:1]([CH2:2][c:3]1[cH:4][c:5]([C:15]#[CH:16])[c:6]([NH:10][S:11](=[O:12])(=[O:13])[CH3:14])[c:7]([F:9])[cH:8]1)[C:33]([CH:32]=[CH:31][c:30]1[c:25](-[c:20]2[c:19]([F:18])[cH:24][cH:23][n:22][cH:21]2)[n:26][c:27]([C:36]([F:37])([F:38])[F:39])[cH:28][cH:29]1)=[O:34]. Starting materials: BrC1=CC=C(C=C1)[C@@H](C(C(=O)C1=CC(=NC=C1)C)C)C1=C(C=C(C=C1)Cl)C ((3R)-3-(4-bromophenyl)-3-(4-chloro-2-methyl-phenyl)-2-methyl-1-(2-methylpyridin-4-yl)propan-1-one), Cl.NO (hydroxylamine hydrochloride), C(O)([O-])=O.[Na+] (sodium hydrogencarbonate). The product is BrC1=CC=C(C=C1)[C@@H](C(\C(=N/O)\C1=CC(=NC=C1)C)C)C1=C(C=C(C=C1)Cl)C ((3R,E)-3-(4-bromophenyl)-3-(4-chloro-2-methylphenyl)-2-methyl-1-(2-methylpyridin-4-yl)propan-1-one oxime). As a reaction SMILES: [Br:1][C:2]1[CH:7]=[CH:6][C:5]([C@H:8]([C:20]2[CH:25]=[CH:24][C:23]([Cl:26])=[CH:22][C:21]=2[CH3:27])[CH:9]([CH3:19])[C:10]([C:12]2[CH:17]=[CH:16][N:15]=[C:14]([CH3:18])[CH:13]=2)=O)=[CH:4][CH:3]=1.Cl.[NH2:29][OH:30].C(=O)([O-])O.[Na+]>>[Br:1][C:2]1[CH:7]=[CH:6][C:5]([C@H:8]([C:20]2[CH:25]=[CH:24][C:23]([Cl:26])=[CH:22][C:21]=2[CH3:27])[CH:9]([CH3:19])/[C:10](/[C:12]2[CH:17]=[CH:16][N:15]=[C:14]([CH3:18])[CH:13]=2)=[N:29]\[OH:30])=[CH:4][CH:3]=1 |f:1.2,3.4|. Procedure details: In analogy to example 132, step 6, from (3R)-3-(4-bromophenyl)-3-(4-chloro-2-methyl-phenyl)-2-methyl-1-(2-methylpyridin-4-yl)propan-1-one and hydroxylamine hydrochloride in the presence of sodium hydrogencarbonate was prepared the title compound as a white foam, MS (ESI+): m/z=457.0 ([M+H]+).